This data is from the Open Reaction Database (ORD), a public repository of structured organic reaction records. The task is: describe an organic reaction: reactants, conditions, products, and yield Reactants: [Si](C)(C)(C(C)(C)C)OCCC(CCCl)(O)C1=CC=CC=C1 (1-{[tert-butyl(dimethyl)silyl]oxy}-5-chloro-3-phenylpentan-3-ol), [N-]=[N+]=[N-].[Na+] (NaN3). The solvent is CN(C)C=O (DMF), CCOC(=O)C (EtOAc). Product: N(=[N+]=[N-])CCC(CCO[Si](C)(C)C(C)(C)C)(O)C1=CC=CC=C1 (1-azido-5-{[tert-butyl(dimethyl)silyl]oxy) 3-phenylpentan-3-ol). Reaction SMILES: [Si:1]([O:8][CH2:9][CH2:10][C:11]([C:16]1[CH:21]=[CH:20][CH:19]=[CH:18][CH:17]=1)([OH:15])[CH2:12][CH2:13]Cl)([C:4]([CH3:7])([CH3:6])[CH3:5])([CH3:3])[CH3:2].[N-:22]=[N+:23]=[N-:24].[Na+]>CN(C=O)C.CCOC(C)=O>[N:22]([CH2:13][CH2:12][C:11]([C:16]1[CH:21]=[CH:20][CH:19]=[CH:18][CH:17]=1)([OH:15])[CH2:10][CH2:9][O:8][Si:1]([C:4]([CH3:7])([CH3:6])[CH3:5])([CH3:3])[CH3:2])=[N+:23]=[N-:24] |f:1.2|. Procedure: A solution of 1-{[tert-butyl(dimethyl)silyl]oxy}-5-chloro-3-phenylpentan-3-ol ((5.2 g, 15.7 mmol) and NaN3 (7.8 g, 120 mmol) in 50 mL DMF was stirred for 24 h at 65° C. The reaction mixture was then diluted with EtOAc, washed with water, dried, filtered and evaporated in vacuo to provide 1-azido-5-{[tert-butyl(dimethyl)silyl]oxy) 3-phenylpentan-3-ol in quantitative yield as a yellow oil. 1H NMR (400 MHz, CDCl3): δ 7.40-7.32 (m, 4H), 7.24 (m, 1H), 4.89 (s, 1H), 3.72 (dt, 1H, J=10.3, 3.9 Hz), 3.47... Reaction SMILES: [C:1]1([C@@H:7]2[C:9]3([CH2:13][CH2:12][CH2:11][CH2:10]3)[C@H:8]2[C:14]([OH:16])=O)[CH:6]=[CH:5][CH:4]=[CH:3][CH:2]=1.[Cl:17][C:18]1[CH:23]=[C:22]([C:24]([F:27])([F:26])[F:25])[CH:21]=[CH:20][C:19]=1[NH2:28]>>[C:1]1([C@@H:7]2[C:9]3([CH2:10][CH2:11][CH2:12][CH2:13]3)[C@H:8]2[C:14]([NH:28][C:19]2[CH:20]=[CH:21][C:22]([C:24]([F:25])([F:26])[F:27])=[CH:23][C:18]=2[Cl:17])=[O:16])[CH:2]=[CH:3][CH:4]=[CH:5][CH:6]=1. The yield is 57.0%. Product: C1(=CC=CC=C1)[C@H]1[C@@H](C12CCCC2)C(=O)NC2=C(C=C(C=C2)C(F)(F)F)Cl (trans-2-phenyl-N-[2-chloro-4-(trifluoromethyl)phenyl]spiro[2.4]heptane-1-carboxamide). Reactants: C1(=CC=CC=C1)[C@H]1[C@@H](C12CCCC2)C(=O)O (trans-2-Phenylspiro[2.4]heptane-1-carboxylic acid), ClC1=C(C=CC(=C1)C(F)(F)F)N (2-chloro-4-trifluoromethyl-phenylamine). Reported procedure: trans-2-Phenylspiro[2.4]heptane-1-carboxylic acid (300 mg, 1.39 mmol) and 2-chloro-4-trifluoromethyl-phenylamine (272 mg, 1.39 mmol) were reacted as described under General Procedure D to furnish the title compound (312 mg, 57%) as a white solid. 1H NMR (300 MHz, d6-DMSO) δ 9.91 (s, 1H), 8.20 (d, J=8.5 Hz, 1H), 7.89 (d, J=1.6 Hz, 1H), 7.67 (d, J=8.5, 1.6 Hz, 1H), 7.31 (t, J=7.3 Hz, 2H), 7.22-7.16 (m, 3H), 2.80 (d, J=5.7 Hz, 1H), 2.70 (d, J=5.7 Hz, 1H), 1.82-1.73 (m, 2H), 1.66-1.42 (m, 5H), 1.29-... Starting materials: CC1(C(C=C(O1)C(=O)O)=O)C1=CC=CC=C1 (4,5-dihydro-5-methyl-4-oxo-5-phenylfuran-2-carboxylic acid), CO (methanol). Reagents/catalysts: S(O)(O)(=O)=O (sulfuric acid). The product is COC(=O)C=1OC(C(C1)=O)(C1=CC=CC=C1)C (4,5-Dihydro-5-methyl-4-oxo-5-phenylfuran-2-carboxylic Acid Methyl Ester). RXN SMILES: [CH3:1][C:2]1([C:11]2[CH:16]=[CH:15][CH:14]=[CH:13][CH:12]=2)[O:6][C:5]([C:7]([OH:9])=[O:8])=[CH:4][C:3]1=[O:10].[CH3:17]O>S(=O)(=O)(O)O>[CH3:17][O:8][C:7]([C:5]1[O:6][C:2]([CH3:1])([C:11]2[CH:16]=[CH:15][CH:14]=[CH:13][CH:12]=2)[C:3](=[O:10])[CH:4]=1)=[O:9]. Procedure: A mixture of 4,5-dihydro-5-methyl-4-oxo-5-phenylfuran-2-carboxylic acid (0.4 g, described in Example 4), absolute methanol (50 ml), and sulfuric acid (3 drops) is refluxed overnight and evaporated. The residue is diluted with 50 ml of diethyl ether, and the solution is washed quickly with saturated sodium bicarbonate and water, dried over magnesium sulfate, filtered, and evaporated. The residue is crystallized from diethyl ether to obtain the title compound (0.32 g) mp 60°-62° C. and nmr (CDCl3)... The reactants are [Br-], C1CCOC1, C[Sn](C)(C)c1cc2c(cc1[N+](=O)[O-])OCO2, COc1ccc2ccc(OS(=O)(=O)C(F)(F)F)cc2c1, c1ccc(P(c2ccccc2)(c2ccccc2)[Pd](P(c2ccccc2)(c2ccccc2)c2ccccc2)(P(c2ccccc2)(c2ccccc2)c2ccccc2)P(c2ccccc2)(c2ccccc2)c2ccccc2)cc1. Yields the product COc1ccc2ccc(-c3cc4c(cc3[N+](=O)[O-])OCO4)cc2c1. RXN SMILES: [Br-:1].[CH2:38]1[O:39][CH2:40][CH2:41][CH2:42]1.[CH3:22][Sn:23]([c:24]1[cH:25][c:26]2[c:27]([cH:28][c:29]1[N+:30](=[O:31])[O-:32])[O:33][CH2:34][O:35]2)([CH3:36])[CH3:37].[CH3:2][O:3][c:4]1[cH:5][cH:6][c:7]2[cH:8][cH:9][c:10]([O:14][S:15]([C:16]([F:17])([F:18])[F:19])(=[O:20])=[O:21])[cH:11][c:12]2[cH:13]1.[cH:43]1[cH:44][cH:45][c:46]([P:47]([Pd:48]([P:49]([c:50]2[cH:51][cH:52][cH:53][cH:54][cH:55]2)([c:56]2[cH:57][cH:58][cH:59][cH:60][cH:61]2)[c:62]2[cH:63][cH:64][cH:65][cH:66][cH:67]2)([P:68]([c:69]2[cH:70][cH:71][cH:72][cH:73][cH:74]2)([c:75]2[cH:76][cH:77][cH:78][cH:79][cH:80]2)[c:81]2[cH:82][cH:83][cH:84][cH:85][cH:86]2)[P:87]([c:88]2[cH:89][cH:90][cH:91][cH:92][cH:93]2)([c:94]2[cH:95][cH:96][cH:97][cH:98][cH:99]2)[c:100]2[cH:101][cH:102][cH:103][cH:104][cH:105]2)([c:106]2[cH:107][cH:108][cH:109][cH:110][cH:111]2)[c:112]2[cH:113][cH:114][cH:115][cH:116][cH:117]2)[cH:118][cH:119]1>>[CH3:2][O:3][c:4]1[cH:5][cH:6][c:7]2[cH:8][cH:9][c:10](-[c:24]3[cH:25][c:26]4[c:27]([cH:28][c:29]3[N+:30](=[O:31])[O-:32])[O:33][CH2:34][O:35]4)[cH:11][c:12]2[cH:13]1. Starting materials: OC1=CC=C(C(=O)OC)C=C1 (methyl 4-hydroxybenzoate), C(\C=C(/C)\CCC=C(C)C)Br (geranyl bromide), C([O-])([O-])=O.[K+].[K+] (potassium carbonate), O (water). Run in CC(=O)C (acetone). Product: C(\C=C(/C)\CCC=C(C)C)OC1=CC=C(C(=O)OC)C=C1 (methyl 4-geranyloxybenzoate). Isolated yield 90.1%. RXN SMILES: [OH:1][C:2]1[CH:11]=[CH:10][C:5]([C:6]([O:8][CH3:9])=[O:7])=[CH:4][CH:3]=1.[CH2:12](Br)/[CH:13]=[C:14](/[CH2:16][CH2:17][CH:18]=[C:19]([CH3:21])[CH3:20])\[CH3:15].C(=O)([O-])[O-].[K+].[K+].O>CC(C)=O>[CH2:12]([O:1][C:2]1[CH:3]=[CH:4][C:5]([C:6]([O:8][CH3:9])=[O:7])=[CH:10][CH:11]=1)/[CH:13]=[C:14](/[CH2:16][CH2:17][CH:18]=[C:19]([CH3:21])[CH3:20])\[CH3:15] |f:2.3.4|. Procedure: To a solution of methyl 4-hydroxybenzoate (7.61 g) in acetone (80 ml) were added geranyl bromide (10.9 g) and potassium carbonate (13.8 g). The mixture was refluxed with heating for 6 hours. The reaction solution, after water (150 ml) were added thereto, was extracted with chloroform. The extract was dried over sodium sulfite anhydride and then concentrated under a vacuum. The residue was purified by silica gel column chromatography (n-hexane:ethyl acetate=9:1), thereby yielding 13.00 g (90%) of... Procedure: To a heated (130° C.) solution of polyphosphoric acid (59 g) in chlorobenzene (500 ml) is added a solution of 1-[(2,2-dimethoxyethyl)thio]-2-methyl-benzene (23.4 g, 110 mmol) in chlorobenzene (125 ml) slowly over several hours and when addition is complete the reaction mixture is heated for a further 8 hours. The reaction mixture is cooled to ambient temperature and stirred for an additional 24 hours. Water is added, the layers are separated, and the aqueous layer is extracted with dichlorometha... Product: CC1=CC=CC2=C1SC=C2 (7-methyl-benzo[b]thiophene). The reactants are COC(CSC1=C(C=CC=C1)C)OC (1-[(2,2-dimethoxyethyl)thio]-2-methyl-benzene), polyphosphoric acid, O (Water). The yield is 77.6%. As a reaction SMILES: CO[CH:3](OC)[CH2:4][S:5][C:6]1[CH:11]=[CH:10][CH:9]=[CH:8][C:7]=1[CH3:12].O>ClC1C=CC=CC=1>[CH3:12][C:7]1[C:6]2[S:5][CH:4]=[CH:3][C:11]=2[CH:10]=[CH:9][CH:8]=1. Conditions: time 24 hour. The solvent is ClC1=CC=CC=C1 (chlorobenzene), ClC1=CC=CC=C1 (chlorobenzene). Reactants: FC(C(=O)Cl)(F)F (trifluoroacetyl chloride), Cl (hydrochloric acid), C(CCCC)[C@@H]1CC[C@H](CC1)C1=CC=C(C=C1)C1=CC=CC=C1 (4-(trans-4-pentylcyclohexyl)biphenyl), [Cl-].[Al+3].[Cl-].[Cl-] (aluminium chloride), C(=O)=O (dry-ice). Run in [C]=S (carbon sulfide). Reaction conditions: time 6 hour. The product is C(CCCC)[C@@H]1CC[C@H](CC1)C1=CC=C(C=C1)C1=CC=C(C=C1)C(C(F)(F)F)=O (4-(trans-4-Pentylcyclohexyl)-4'-trifluoroacetylbiphenyl). As a reaction SMILES: [CH2:1]([C@H:6]1[CH2:11][CH2:10][C@H:9]([C:12]2[CH:17]=[CH:16][C:15]([C:18]3[CH:23]=[CH:22][CH:21]=[CH:20][CH:19]=3)=[CH:14][CH:13]=2)[CH2:8][CH2:7]1)[CH2:2][CH2:3][CH2:4][CH3:5].[Cl-].[Al+3].[Cl-].[Cl-].C(=O)=O.[F:31][C:32]([F:37])([F:36])[C:33](Cl)=[O:34].Cl>[C]=S>[CH2:1]([C@H:6]1[CH2:11][CH2:10][C@H:9]([C:12]2[CH:13]=[CH:14][C:15]([C:18]3[CH:19]=[CH:20][C:21]([C:33](=[O:34])[C:32]([F:37])([F:36])[F:31])=[CH:22][CH:23]=3)=[CH:16][CH:17]=2)[CH2:8][CH2:7]1)[CH2:2][CH2:3][CH2:4][CH3:5] |f:1.2.3.4,^3:38|. Reported procedure: 0.5 mol of 4-(trans-4-pentylcyclohexyl)biphenyl, 500 ml of carbon sulfide and 0.5 mol of aluminium chloride are introduced into a three-neck flask fitted with a dry-ice reflux condenser. After the mixture has been cooled to -30°, 0.5 mol of trifluoroacetyl chloride are condensed in. The mixture is then allowed to warm to 0° and stirred at this temperature for 6 hours then at room temperature for 14 hours. The reaction mixture is poured onto a mixture of ice and dilute hydrochloric acid. The orga... Starting materials: C1CCNC1, C1CCOC1, [Li]CCCC, Clc1ccnc2ccsc12, ClCCl, O=C=O, CN(C)C=O. The product is O=C(c1cc2nccc(Cl)c2s1)N1CCCC1. Reaction SMILES: [CH2:19]1[CH2:20][CH2:21][NH:22][CH2:23]1.[CH2:24]1[O:25][CH2:26][CH2:27][CH2:28]1.[CH3:11][CH2:12][CH2:13][CH2:14][Li:15].[Cl:1][c:2]1[c:3]2[c:4]([n:5][cH:6][cH:7]1)[cH:8][cH:9][s:10]2.[Cl:29][CH2:30][Cl:31].[O:16]=[C:17]=[O:18].[O:32]=[CH:33][N:34]([CH3:35])[CH3:36]>>[Cl:1][c:2]1[c:3]2[c:4]([n:5][cH:6][cH:7]1)[cH:8][c:9]([C:17](=[O:18])[N:22]1[CH2:21][CH2:20][CH2:19][CH2:23]1)[s:10]2. Reactants: COC=1C=C(C=2CCCCC2C1)C(=O)OC (methyl 3-methoxy-5,6,7,8-tetrahydro-1-naphthalenecarboxylate), [OH-].[Na+] (NaOH). The solvent is C1CCOC1 (THF), O (water). Product: COC=1C=C(C=2CCCCC2C1)C(=O)O (3-Methoxy-5,6,7,8-tetrahydro-1-naphthalenecarboxylic acid). Isolated yield 94.8%. RXN SMILES: [CH3:1][O:2][C:3]1[CH:4]=[C:5]([C:13]([O:15]C)=[O:14])[C:6]2[CH2:7][CH2:8][CH2:9][CH2:10][C:11]=2[CH:12]=1.[OH-].[Na+]>C1COCC1.O>[CH3:1][O:2][C:3]1[CH:4]=[C:5]([C:13]([OH:15])=[O:14])[C:6]2[CH2:7][CH2:8][CH2:9][CH2:10][C:11]=2[CH:12]=1 |f:1.2|. Procedure details: A solution of methyl 3-methoxy-5,6,7,8-tetrahydro-1-naphthalenecarboxylate (0.90 g, 4.09 mmol) in THF (50 mL), water (20 mL) and 1N NaOH (8.6 mL, 8.6 mmol) was stirred for 3 days at room temperature. The THF was evaporated and the mixture acidified to pH 1 with 1N HCl. The resulting precipitate was extracted with EtOAc, dried (MgSO4), filtered and concentrated to give the acid as a white solid (0.80 g, 95%). 1H NMR (DMSO) δ 12.79 (s, 1H), 7.09 (d, 1H), 6.82 (d, 1H), 3.73 (s, 3H), 2.86 (s, 2H), 2... The reactants are CCOC(=O)C(C)(C)Sc1nc(CCOCc2ccc(Br)cc2)cs1, OB(O)Oc1ccc(F)cc1, [Na+], [Na+], O=C([O-])[O-], C1COCCO1, O, c1ccc(P(c2ccccc2)(c2ccccc2)[Pd](P(c2ccccc2)(c2ccccc2)c2ccccc2)(P(c2ccccc2)(c2ccccc2)c2ccccc2)P(c2ccccc2)(c2ccccc2)c2ccccc2)cc1. Yields the product CCOC(=O)C(C)(C)Sc1nc(CCOCc2ccc(-c3ccc(F)cc3)cc2)cs1. As a reaction SMILES: [CH2:1]([CH3:2])[O:3][C:4]([C:5]([CH3:6])([CH3:7])[S:8][c:9]1[s:10][cH:11][c:12]([CH2:14][CH2:15][O:16][CH2:17][c:18]2[cH:19][cH:20][c:21]([Br:24])[cH:22][cH:23]2)[n:13]1)=[O:25].[F:26][c:27]1[cH:28][cH:29][c:30]([O:33][B:34]([OH:35])[OH:36])[cH:31][cH:32]1.[Na+:37].[Na+:38].[O-:39][C:40](=[O:41])[O-:42].[O:44]1[CH2:45][CH2:46][O:47][CH2:48][CH2:49]1.[OH2:43].[cH:50]1[cH:51][cH:52][c:53]([P:54]([Pd:55]([P:56]([c:57]2[cH:58][cH:59][cH:60][cH:61][cH:62]2)([c:63]2[cH:64][cH:65][cH:66][cH:67][cH:68]2)[c:69]2[cH:70][cH:71][cH:72][cH:73][cH:74]2)([P:75]([c:76]2[cH:77][cH:78][cH:79][cH:80][cH:81]2)([c:82]2[cH:83][cH:84][cH:85][cH:86][cH:87]2)[c:88]2[cH:89][cH:90][cH:91][cH:92][cH:93]2)[P:94]([c:95]2[cH:96][cH:97][cH:98][cH:99][cH:100]2)([c:101]2[cH:102][cH:103][cH:104][cH:105][cH:106]2)[c:107]2[cH:108][cH:109][cH:110][cH:111][cH:112]2)([c:113]2[cH:114][cH:115][cH:116][cH:117][cH:118]2)[c:119]2[cH:120][cH:121][cH:122][cH:123][cH:124]2)[cH:125][cH:126]1>>[CH2:1]([CH3:2])[O:3][C:4]([C:5]([CH3:6])([CH3:7])[S:8][c:9]1[s:10][cH:11][c:12]([CH2:14][CH2:15][O:16][CH2:17][c:18]2[cH:19][cH:20][c:21](-[c:30]3[cH:29][cH:28][c:27]([F:26])[cH:32][cH:31]3)[cH:22][cH:23]2)[n:13]1)=[O:25].